This data is from the Open Reaction Database (ORD), a public repository of structured organic reaction records. The task is: describe an organic reaction: reactants, conditions, products, and yield Starting materials: COC=1C=C2C=C(C(=C(C2=CC1)OS(=O)(=O)C(F)(F)F)C(C(=O)OCC)OCC1=CC=C(C=C1)OC)C (ethyl 2-(6-methoxy-3-methyl-1-(trifluoromethylsulfonyloxy)naphthalen-2-yl)-2-(4-methoxybenzyloxy)acetate), BrC1=C(C=CC=C1)CC(C)=O (1-(2-bromophenyl)propan-2-one), COC=1C=C(C=CC1)CC(C)=O (1-(3-methoxyphenyl)propan-2-one). Product: BrC1=C2C=C(C(=C(C2=CC=C1)OS(=O)(=O)C(F)(F)F)C(C(=O)OCC)OCC1=CC=C(C=C1)OC)C (ethyl 2-(5-bromo-3-methyl-1-(trifluoromethylsulfonyl-oxy)naphthalen-2-yl)-2-(4-methoxybenzyloxy)acetate). As a reaction SMILES: CO[C:3]1[CH:4]=[C:5]2[C:10](=[CH:11][CH:12]=1)[C:9]([O:13][S:14]([C:17]([F:20])([F:19])[F:18])(=[O:16])=[O:15])=[C:8]([CH:21]([O:27][CH2:28][C:29]1[CH:34]=[CH:33][C:32]([O:35][CH3:36])=[CH:31][CH:30]=1)[C:22]([O:24][CH2:25][CH3:26])=[O:23])[C:7]([CH3:37])=[CH:6]2.[Br:38]C1C=CC=CC=1CC(=O)C.COC1C=C(CC(=O)C)C=CC=1>>[Br:38][C:4]1[CH:3]=[CH:12][CH:11]=[C:10]2[C:5]=1[CH:6]=[C:7]([CH3:37])[C:8]([CH:21]([O:27][CH2:28][C:29]1[CH:34]=[CH:33][C:32]([O:35][CH3:36])=[CH:31][CH:30]=1)[C:22]([O:24][CH2:25][CH3:26])=[O:23])=[C:9]2[O:13][S:14]([C:17]([F:18])([F:20])[F:19])(=[O:15])=[O:16]. Procedure: Ethyl 2-(5-bromo-3-methyl-1-(trifluoromethylsulfonyloxy)naphthalen-2-yl)-2-(4-methoxybenzyl oxy)acetate (35) was prepared similarly to ethyl 2-(6-methoxy-3-methyl-1-(trifluoromethylsulfonyloxy)naphthalen-2-yl)-2-(4-methoxybenzyloxy)acetate of Example 32, using 1-(2-bromophenyl)propan-2-one as the starting material instead of 1-(3-methoxyphenyl)propan-2-one. 1H-NMR: 400 MHz, (CDCl3) δ: 8.11 (s, 1H), 8.01 (d, J=8.8 Hz, 1H), 7.85 (d, J=7.6 Hz, 1H), 7.40 (t, J=7.6 Hz, 1H), 7.23 (d, J=8.4 Hz, 2H), 6.... Reactants: BrB(Br)Br, COc1ccc2c(-c3c(C(C)C)ccc4[nH]ncc34)nc(C)c(C=O)c2c1, ClCCl. Product: Cc1nc(-c2c(C(C)C)ccc3[nH]ncc23)c2ccc(O)cc2c1C=O. RXN SMILES: [B:1]([Br:2])([Br:3])[Br:4].[CH:5]([CH3:6])([CH3:7])[c:8]1[c:9](-[c:17]2[n:18][c:19]([CH3:31])[c:20]([CH:29]=[O:30])[c:21]3[cH:22][c:23]([O:27][CH3:28])[cH:24][cH:25][c:26]23)[c:10]2[cH:11][n:12][nH:13][c:14]2[cH:15][cH:16]1.[Cl:32][CH2:33][Cl:34]>>[CH:5]([CH3:6])([CH3:7])[c:8]1[c:9](-[c:17]2[n:18][c:19]([CH3:31])[c:20]([CH:29]=[O:30])[c:21]3[cH:22][c:23]([OH:27])[cH:24][cH:25][c:26]23)[c:10]2[cH:11][n:12][nH:13][c:14]2[cH:15][cH:16]1. As a reaction SMILES: S(Cl)([Cl:3])=O.O[CH:6]([N:19]1[C@H:22]([CH2:23][CH2:24][C:25](=[O:31])[C@@H:26]2[CH2:30][CH2:29][CH2:28][O:27]2)[C@H:21]([N:32]2[C:36](=[O:37])[C:35]3=[CH:38][CH:39]=[CH:40][CH:41]=[C:34]3[C:33]2=[O:42])[C:20]1=[O:43])[C:7]([O:9][CH2:10][C:11]1[CH:16]=[CH:15][C:14]([O:17][CH3:18])=[CH:13][CH:12]=1)=[O:8].N1C(C)=CC=CC=1C>C1COCC1>[Cl:3][CH:6]([N:19]1[C@H:22]([CH2:23][CH2:24][C:25](=[O:31])[C@@H:26]2[CH2:30][CH2:29][CH2:28][O:27]2)[C@H:21]([N:32]2[C:36](=[O:37])[C:35]3=[CH:38][CH:39]=[CH:40][CH:41]=[C:34]3[C:33]2=[O:42])[C:20]1=[O:43])[C:7]([O:9][CH2:10][C:11]1[CH:16]=[CH:15][C:14]([O:17][CH3:18])=[CH:13][CH:12]=1)=[O:8]. Product: ClC(C(=O)OCC1=CC=C(C=C1)OC)N1C([C@H]([C@H]1CCC([C@H]1OCCC1)=O)N1C(C=2C(C1=O)=CC=CC2)=O)=O (4-methoxybenzyl (RS)-2-chloro-2-[(3S,4R)-4-[3-oxo-3-[(S)-tetrahydrofuran-2-yl]propyl]-3-phthalimidoazetidin-2-on-1-yl]acetate). Starting materials: S(=O)(Cl)Cl (thionyl chloride), OC(C(=O)OCC1=CC=C(C=C1)OC)N1C([C@H]([C@H]1CCC([C@H]1OCCC1)=O)N1C(C=2C(C1=O)=CC=CC2)=O)=O (4-methoxybenzyl (RS)-2-hydroxy-2-[(3S, 4R)-4-[3-oxo-3-[(S)-tetrahydrofuran-2-yl]propyl]-3-phthalimidoazetidin-2-on-1-yl]acetate), N1=C(C=CC=C1C)C (2,6-lutidine). Run at time 1 hour. Procedure details: A solution of thionyl chloride (530 μl, 7.27mmol) in THF (3 ml) was added to 4-methoxybenzyl (RS)-2-hydroxy-2-[(3S, 4R)-4-[3-oxo-3-[(S)-tetrahydrofuran-2-yl]propyl]-3-phthalimidoazetidin-2-on-1-yl]acetate (2.59 g, 4.84 mmol) and 2,6-lutidine (850 μl, 7.30 mmol) in THF (50 ml) at -20° C. After stirring for 1 h, the reaction mixture was filtered through a pad of celite, and the filtrate evaporated in vacuo. Toluene was added and re-evaporated to yield 4-methoxybenzyl (RS)-2-chloro-2-[(3S,4R)-4-[3-... Run in C1CCOC1 (THF), C1CCOC1 (THF). Starting materials: CC=1N=C(SC1C(=O)O)N1C=NN(C1=O)CC1=CC=C(C=C1)C(F)(F)F (4-methyl-2-(5-oxo-1-(4-(trifluoromethyl)benzyl)-1H-1,2,4-triazol-4(5H)-yl)thiazole-5-carboxylic acid), FC1=CC=C(CN2N=CN(C2=O)C=2SC(=C(N2)C)C(=O)O)C=C1 (2-(1-(4-fluorobenzyl)-5-oxo-1H-1,2,4-triazol-4(5H)-yl)-4-methylthiazole-5-carboxylic acid), CN1N=CC(=C1)CN ((1-methyl-1H-pyrazol-4-yl)methanamine). Product: FC1=CC=C(CN2N=CN(C2=O)C=2SC(=C(N2)C)C(=O)NCC=2C=NN(C2)C)C=C1 (2-(1-(4-fluorobenzyl)-5-oxo-1H-1,2,4-triazol-4(5H)-yl)-4-methyl-N-((1-methyl-1H-pyrazol-4-yl)methyl)thiazole-5-carboxamide). Isolated yield 63.0%. Reaction SMILES: CC1N=C(N2C(=O)N(CC3C=CC(C(F)(F)F)=CC=3)N=C2)SC=1C(O)=O.[F:27][C:28]1[CH:49]=[CH:48][C:31]([CH2:32][N:33]2[C:37](=[O:38])[N:36]([C:39]3[S:40][C:41]([C:45](O)=[O:46])=[C:42]([CH3:44])[N:43]=3)[CH:35]=[N:34]2)=[CH:30][CH:29]=1.[CH3:50][N:51]1[CH:55]=[C:54]([CH2:56][NH2:57])[CH:53]=[N:52]1>>[F:27][C:28]1[CH:29]=[CH:30][C:31]([CH2:32][N:33]2[C:37](=[O:38])[N:36]([C:39]3[S:40][C:41]([C:45]([NH:57][CH2:56][C:54]4[CH:53]=[N:52][N:51]([CH3:50])[CH:55]=4)=[O:46])=[C:42]([CH3:44])[N:43]=3)[CH:35]=[N:34]2)=[CH:48][CH:49]=1. Procedure details: Following the procedure as described in Example 21, making variations as required to replace 4-methyl-2-(5-oxo-1-(4-(trifluoromethyl)benzyl)-1H-1,2,4-triazol-4(5H)-yl)thiazole-5-carboxylic acid with 2-(1-(4-fluorobenzyl)-5-oxo-1H-1,2,4-triazol-4(5H)-yl)-4-methylthiazole-5-carboxylic acid to react with (1-methyl-1H-pyrazol-4-yl)methanamine, the title compound was obtained as a white solid in 63% yield: mp 205-206° C. (ethyl acetate/hexane); NMR (300 MHz, CDCl3) δ 8.24 (s, 1H), 7.45 (s, 1H), 7.41-... Reactants: C(#N)C(C(=O)N)C1OC(C(=C1Cl)Cl)=O (2-cyano-2-(3,4-dichloro-5-oxo-2,5-dihydrofuran-2-yl)acetamide), N[C@@H]1CCC2=CC=CC=C12 ((R)-(−)-aminoindane). Yields the product Cl.ClC=1C=C(C(N(C1)[C@@H]1CCC2=CC=CC=C12)=N)C(=O)N (5-chloro-1-[(1R)-2,3-dihydro-1H-inden-1-yl]-2-imino-1,2-dihydropyridine-3-carboxamide hydrochloride). As a reaction SMILES: [C:1]([CH:3]([CH:7]1[C:11]([Cl:12])=[C:10](Cl)C(=O)O1)[C:4]([NH2:6])=[O:5])#[N:2].[NH2:15][C@H:16]1[C:24]2[C:19](=[CH:20][CH:21]=[CH:22][CH:23]=2)[CH2:18][CH2:17]1>>[ClH:12].[Cl:12][C:11]1[CH:7]=[C:3]([C:4]([NH2:6])=[O:5])[C:1](=[NH:2])[N:15]([C@H:16]2[C:24]3[C:19](=[CH:20][CH:21]=[CH:22][CH:23]=3)[CH2:18][CH2:17]2)[CH:10]=1 |f:2.3|. Procedure details: According to the method of Example 168, 2-cyano-2-(3,4-dichloro-5-oxo-2,5-dihydrofuran-2-yl)acetamide was reacted with (R)-(−)-aminoindane to give the title compound. Reactants: FC1=CC=C(C=C1)N1N=CC2=CC(=CC=C12)O[C@@H]([C@H](C)N)C1=CC(=CC=C1)OC ((1R,2S)-1-{[1-(4-fluorophenyl)-1H-indazol-5-yl]oxy}-1-(3-methoxyphenyl)propan-2-amine), CN1C(=CC=C1)C(=O)O (1-methyl-2-pyrrolecarboxylic acid). Product: FC1=CC=C(C=C1)N1N=CC2=CC(=CC=C12)O[C@@H]([C@H](C)NC(=O)C=1N(C=CC1)C)C1=CC(=CC=C1)OC (N-[(1R,2S)-1-[1-(4-fluorophenyl)indazol-5-yl]oxy-1-(3-methoxyphenyl)propan-2-yl]-1-methyl-pyrrole-2-carboxamide). Reaction SMILES: [F:1][C:2]1[CH:7]=[CH:6][C:5]([N:8]2[C:16]3[C:11](=[CH:12][C:13]([O:17][C@H:18]([C:22]4[CH:27]=[CH:26][CH:25]=[C:24]([O:28][CH3:29])[CH:23]=4)[C@@H:19]([NH2:21])[CH3:20])=[CH:14][CH:15]=3)[CH:10]=[N:9]2)=[CH:4][CH:3]=1.[CH3:30][N:31]1[CH:35]=[CH:34][CH:33]=[C:32]1[C:36](O)=[O:37]>>[F:1][C:2]1[CH:3]=[CH:4][C:5]([N:8]2[C:16]3[C:11](=[CH:12][C:13]([O:17][C@H:18]([C:22]4[CH:27]=[CH:26][CH:25]=[C:24]([O:28][CH3:29])[CH:23]=4)[C@@H:19]([NH:21][C:36]([C:32]4[N:31]([CH3:30])[CH:35]=[CH:34][CH:33]=4)=[O:37])[CH3:20])=[CH:14][CH:15]=3)[CH:10]=[N:9]2)=[CH:6][CH:7]=1. Procedure: Prepared as described in Example 105 using (1R,28)-1-{[1-(4-fluorophenyl)-1H-indazol-5-yl]oxy}-1-(3-methoxyphenyl)propan-2-amine (6a, 39 mg, 100 mmol) and 1-methyl-2-pyrrolecarboxylic acid (25 mg, 200 μmol). Yield 35 mg (70%). Reactants: C(C1=CC=CC=C1)OC=1C=C(C=CC1[N+](=O)[O-])N1CCN(CC1)C(C)=O (1-(4-(3-benzyloxy-4-nitrophenyl)piperazin-1-yl)ethanone). The reagents and catalysts are [Pd] (Pd/C). Solvent: C(C)O (ethanol). Reaction conditions: time 2 hour. The product is NC1=C(C=C(C=C1)N1CCN(CC1)C(C)=O)OCC1=CC=CC=C1 (1-(4-(4-amino-3-benzyloxyphenyl)piperazin-1-yl)ethanone). As a reaction SMILES: [CH2:1]([O:8][C:9]1[CH:10]=[C:11]([N:18]2[CH2:23][CH2:22][N:21]([C:24](=[O:26])[CH3:25])[CH2:20][CH2:19]2)[CH:12]=[CH:13][C:14]=1[N+:15]([O-])=O)[C:2]1[CH:7]=[CH:6][CH:5]=[CH:4][CH:3]=1>C(O)C.[Pd]>[NH2:15][C:14]1[CH:13]=[CH:12][C:11]([N:18]2[CH2:23][CH2:22][N:21]([C:24](=[O:26])[CH3:25])[CH2:20][CH2:19]2)=[CH:10][C:9]=1[O:8][CH2:1][C:2]1[CH:7]=[CH:6][CH:5]=[CH:4][CH:3]=1. Reported procedure: The compound prepared in Step 2 was dissolved in ethanol, added with 10% Pd/C and stirred under hydrogen atmosphere for 2 hours. Upon completion of the reaction, the Pd/C in the reaction mixture was removed using celite and the solvent was removed under reduced pressure. The thus obtained compound was used in the subsequent reaction without further purification. Starting materials: CN(C1=CC=C(C=C1)CN(C(=O)C1CCCC2=CC=CC=C12)C1=CC=C(C=C1)C(C)C)C (N-[(4-dimethylaminophenyl)methyl]-N-(4-isopropylphenyl)-1,2,3,4-tetrahydronaphthalene-1-carboxamide), COC=1C=CC(=CC1)P2(=S)SP(=S)(S2)C=3C=CC(=CC3)OC (Lawesson's reagent). The solvent is C1(=CC=CC=C1)C (toluene). Yields the product CN(C1=CC=C(C=C1)CN(C(=S)C1CCCC2=CC=CC=C12)C1=CC=C(C=C1)C(C)C)C (N-[(4-dimethylaminophenyl)methyl]-N-(4-isopropylphenyl)-1,2,3,4-tetrahydronaphthalene-1-carbothioamide). Yield: 23.2%. RXN SMILES: [CH3:1][N:2]([CH3:32])[C:3]1[CH:8]=[CH:7][C:6]([CH2:9][N:10]([C:23]2[CH:28]=[CH:27][C:26]([CH:29]([CH3:31])[CH3:30])=[CH:25][CH:24]=2)[C:11]([CH:13]2[C:22]3[C:17](=[CH:18][CH:19]=[CH:20][CH:21]=3)[CH2:16][CH2:15][CH2:14]2)=O)=[CH:5][CH:4]=1.COC1C=CC(P2(SP(C3C=CC(OC)=CC=3)(=S)S2)=[S:42])=CC=1>C1(C)C=CC=CC=1>[CH3:1][N:2]([CH3:32])[C:3]1[CH:8]=[CH:7][C:6]([CH2:9][N:10]([C:23]2[CH:28]=[CH:27][C:26]([CH:29]([CH3:31])[CH3:30])=[CH:25][CH:24]=2)[C:11]([CH:13]2[C:22]3[C:17](=[CH:18][CH:19]=[CH:20][CH:21]=3)[CH2:16][CH2:15][CH2:14]2)=[S:42])=[CH:5][CH:4]=1. Reported procedure: To a solution of N-[(4-dimethylaminophenyl)methyl]-N-(4-isopropylphenyl)-1,2,3,4-tetrahydronaphthalene-1-carboxamide (0.79 g) in toluene (10 mL) was added Lawesson's reagent (0.9 g), and the mixture was heated under reflux for 5 hr. The reaction mixture was partitioned between water and ethyl acetate. The organic layer was washed with saturated brine and dried over anhydrous magnesium sulfate. The solvent was evaporated, and the residue was purified by silica gel column chromatography to give N-... Reactants: C([O-])([O-])=O.[K+].[K+] (potassium carbonate), N1C=NC=C1 (imidazole), C(C)(C)(C)[Si](Cl)(C)C (tert-butyldimethylchlorosilane), C(=O)(OC(C)(C)C)N[C@H]([C@H](C[C@H](C(=O)O)CC1=CC2=C(C=C1)OCO2)O)CC2=CC=CC=C2 (5(S)-(Boc-amino)-4(S)-hydroxy-6-phenyl-2(R)-[(3,4-methylenedioxyphenyl)methyl]hexanoic acid). Reaction SMILES: [C:1]([NH:8][C@@H:9]([CH2:27][C:28]1[CH:33]=[CH:32][CH:31]=[CH:30][CH:29]=1)[C@@H:10]([OH:26])[CH2:11][C@@H:12]([CH2:16][C:17]1[CH:22]=[CH:21][C:20]2[O:23][CH2:24][O:25][C:19]=2[CH:18]=1)[C:13]([OH:15])=[O:14])([O:3][C:4]([CH3:7])([CH3:6])[CH3:5])=[O:2].N1C=CN=C1.[C:39]([Si:43]([CH3:46])([CH3:45])Cl)([CH3:42])([CH3:41])[CH3:40].C(=O)([O-])[O-].[K+].[K+]>CN(C=O)C.CO.C1COCC1.O>[C:1]([NH:8][C@@H:9]([CH2:27][C:28]1[CH:33]=[CH:32][CH:31]=[CH:30][CH:29]=1)[C@@H:10]([O:26][Si:43]([C:39]([CH3:42])([CH3:41])[CH3:40])([CH3:46])[CH3:45])[CH2:11][C@@H:12]([CH2:16][C:17]1[CH:22]=[CH:21][C:20]2[O:23][CH2:24][O:25][C:19]=2[CH:18]=1)[C:13]([OH:15])=[O:14])([O:3][C:4]([CH3:6])([CH3:7])[CH3:5])=[O:2] |f:3.4.5|. Procedure: A solution of 271 mg of 5(S)-(Boc-amino)-4(S)-hydroxy-6-phenyl-2(R)-[(3,4-methylenedioxyphenyl)methyl]hexanoic acid in 2.13 ml of DMF is treated, while being stirred, with 338 mg of imidazole and 415 mg of tert-butyldimethylchlorosilane. After having been stirred at RT for 20 h, the reaction solution is poured onto ice-water, and this mixture is extracted with ethyl acetate. The organic phase is washed with 10% citric acid solution and saline. A crude product is obtained which is dissolved in 7.... Solvent: C1CCOC1 (THF), O (water), CN(C)C=O (DMF), CO (methanol). Conditions: time 20 hour. Product: C(=O)(OC(C)(C)C)N[C@H]([C@H](C[C@H](C(=O)O)CC1=CC2=C(C=C1)OCO2)O[Si](C)(C)C(C)(C)C)CC2=CC=CC=C2 (5(S)-(Boc-Amino)-4(S)-(tert-butyldimethylsilyloxy)-6-phenyl-2(R)-[(3,4-methylenedioxyphenyl)methyl]hexanoic acid). The reactants are C(C)(C)(C)OC(=O)N1CC(C(CC1)=O)(C(=O)OC)CC (methyl 1-tert-butoxycarbonyl-4-oxo-3-ethyl-3-piperidinecarboxylate), Cl (hydrochloric acid). Product: Cl.C(C)C1CNCCC1=O (3-ethyl-4-oxopiperidine hydrochloride). Isolated yield 55.0%. Reaction SMILES: C(OC([N:8]1[CH2:13][CH2:12][C:11](=[O:14])[C:10]([CH2:19][CH3:20])(C(OC)=O)[CH2:9]1)=O)(C)(C)C.[ClH:21]>>[ClH:21].[CH2:19]([CH:10]1[C:11](=[O:14])[CH2:12][CH2:13][NH:8][CH2:9]1)[CH3:20] |f:2.3|. Procedure details: A mixture of 28.2 gm (98.8 mMol) methyl 1-tert-butoxycarbonyl-4-oxo-3-ethyl-3-piperidinecarboxylate and 6N hydrochloric acid was heated at reflux for about 16 hours. The reaction mixture was concentrated under reduced pressure and the residue dissolved in ethanol. This solution was concentrated under reduced pressure to azeotropically remove water. This procedure was repeated twice to provide 7.0 gm (55%) of the desired compound.